Dataset: the Open Reaction Database (ORD), a public repository of structured organic reaction records. Task: describe an organic reaction: reactants, conditions, products, and yield Reactants: CCCCN1CCC(Oc2ccc([N+](=O)[O-])c(C)c2)CC1, CCO, O, O, Cl[Sn]Cl. Product: CCCCN1CCC(Oc2ccc(N)c(C)c2)CC1. As a reaction SMILES: [CH2:1]([CH2:2][CH2:3][CH3:4])[N:5]1[CH2:6][CH2:7][CH:8]([O:11][c:12]2[cH:13][c:14]([CH3:21])[c:15]([N+:18]([O-:19])=[O:20])[cH:16][cH:17]2)[CH2:9][CH2:10]1.[CH3:27][CH2:28][OH:29].[OH2:22].[OH2:23].[Sn:24]([Cl:25])[Cl:26]>>[CH2:1]([CH2:2][CH2:3][CH3:4])[N:5]1[CH2:6][CH2:7][CH:8]([O:11][c:12]2[cH:13][c:14]([CH3:21])[c:15]([NH2:18])[cH:16][cH:17]2)[CH2:9][CH2:10]1. As a reaction SMILES: Br[Mg][CH:3]1[CH2:5][CH2:4]1.Br[C:7]1[CH:16]=[CH:15][C:10]([C:11]([O:13][CH3:14])=[O:12])=[C:9]([CH2:17][CH3:18])[CH:8]=1>O1CCCC1.[Zn+2].[Br-].[Br-].C1C=CC(P(C2C=CC=CC=2)[C-]2C=CC=C2)=CC=1.C1C=CC(P(C2C=CC=CC=2)[C-]2C=CC=C2)=CC=1.Cl[Pd]Cl.[Fe+2]>[CH:3]1([C:7]2[CH:16]=[CH:15][C:10]([C:11]([O:13][CH3:14])=[O:12])=[C:9]([CH2:17][CH3:18])[CH:8]=2)[CH2:5][CH2:4]1 |f:3.4.5,6.7.8.9|. Isolated yield 89.0%. The reagents and catalysts are [Zn+2].[Br-].[Br-] (ZnBr2), C1=CC=C(C=C1)P([C-]2C=CC=C2)C3=CC=CC=C3.C1=CC=C(C=C1)P([C-]2C=CC=C2)C3=CC=CC=C3.Cl[Pd]Cl.[Fe+2] (Pd(dppf)Cl2). The solvent is O1CCCC1 (tetrahydrofuran), O1CCCC1 (tetrahydrofuran), O1CCCC1 (tetrahydrofuran). Yields the product C1(CC1)C1=CC(=C(C(=O)OC)C=C1)CC (methyl 4-cyclopropyl-2-ethylbenzoate). Reaction conditions: temperature 0 celsius, time 15 minute. Reactants: Br[Mg]C1CC1 (bromo(cyclopropyl)magnesium), BrC1=CC(=C(C(=O)OC)C=C1)CC (methyl 4-bromo-2-ethylbenzoate), BrC1=CC(=C(C(=O)OC)C=C1)CC (methyl 4-bromo-2-ethylbenzoate). Procedure: To a stirred mixture of ZnBr2 (37.0 g, 164 mmol, 3.99 equiv) in tetrahydrofuran (150 mL) under nitrogen was added bromo(cyclopropyl)magnesium (3.28 M in THF, 50 mL, 4.00 equiv) dropwise at 0° C. After stirring at 15 minutes at 0° C., the temperature was lowered to −30° C. followed by the dropwise addition of a solution of Pd(dppf)Cl2 (2.00 g, 2.73 mmol, 0.07 equiv) in tetrahydrofuran (50 mL) and a solution of methyl 4-bromo-2-ethylbenzoate (compound 181.2, 10.0 g, 41.1 mmol, 1.00 equiv) in tetra...